From a dataset of the Open Reaction Database (ORD), a public repository of structured organic reaction records. describe an organic reaction: reactants, conditions, products, and yield As a reaction SMILES: C([Si](C)(C)[O:6][C@H:7]1[CH2:11][CH2:10][C@H:9]([N:12]2[C:17]3=[N:18][C:19]([NH:22][C:23]4[CH:28]=[CH:27][C:26]([F:29])=[CH:25][CH:24]=4)=[N:20][CH:21]=[C:16]3[CH2:15][N:14]([C:30]3[CH:35]=[CH:34][C:33]([CH2:36][CH3:37])=[CH:32][CH:31]=3)[C:13]2=[O:38])[CH2:8]1)(C)(C)C.N1C=CC=CC=1.F>N1C=CC=CC=1>[CH2:36]([C:33]1[CH:34]=[CH:35][C:30]([N:14]2[CH2:15][C:16]3[C:17](=[N:18][C:19]([NH:22][C:23]4[CH:28]=[CH:27][C:26]([F:29])=[CH:25][CH:24]=4)=[N:20][CH:21]=3)[N:12]([C@H:9]3[CH2:10][CH2:11][C@H:7]([OH:6])[CH2:8]3)[C:13]2=[O:38])=[CH:31][CH:32]=1)[CH3:37] |f:1.2|. Yields the product C(C)C1=CC=C(C=C1)N1C(N(C2=NC(=NC=C2C1)NC1=CC=C(C=C1)F)[C@@H]1C[C@H](CC1)O)=O ((±)-3-(4-ethyl-phenyl)-7-(4-fluoro-phenylamino)-1-(trans-3-hydroxy-cyclopentyl)-3,4-dihydro-1H-pyrimido[4,5-d]pyrimidin-2-one). Procedure details: A solution of (±)-1-[trans-3-(tert-butyl-dimethyl-silanyloxy)-cyclopentyl]-3-(4-ethyl-phenyl)-7-(4-fluoro-phenylamino)-3,4-dihydro-1H-pyrimido[4,5-d]pyrimidin-2-one (47 mg, 0.08 mmol) in pyridine (1 mL) (Fisher) was treated at room temperature with hydrogen fluoride-pyridine (0.6 mL) (Aldrich) for 20 minutes. The reaction mixture was quenched with 1 N aqueous hydrochloric acid at 0° C., then extracted with ethyl acetate. The organic layer was dried over anhydrous sodium sulfate, filtered and con... The solvent is N1=CC=CC=C1 (pyridine). Reactants: C(C)(C)(C)[Si](O[C@@H]1C[C@H](CC1)N1C(N(CC=2C1=NC(=NC2)NC2=CC=C(C=C2)F)C2=CC=C(C=C2)CC)=O)(C)C ((±)-1-[trans-3-(tert-butyl-dimethyl-silanyloxy)-cyclopentyl]-3-(4-ethyl-phenyl)-7-(4-fluoro-phenylamino)-3,4-dihydro-1H-pyrimido[4,5-d]pyrimidin-2-one), N1=CC=CC=C1.F (hydrogen fluoride-pyridine).